This data is from the Open Reaction Database (ORD), a public repository of structured organic reaction records. The task is: describe an organic reaction: reactants, conditions, products, and yield Starting materials: O=C1\C(\C2=C(N1)SC(=C2)C(=O)OC(C)(C)C)=C/C=2NC=CC2 (tert-Butyl (Z)-5,6-dihydro-5-oxo-4-[(1H-pyrrol-2-yl)methylene]-4H-thieno[2,3-b]pyrrole-2-carboxylate), FC(C(=O)O)(F)F (trifluoroacetic acid). The solvent is ClCCl (dichloromethane). Conditions: temperature 0 celsius, time 2 hour. Yields the product O=C1\C(\C2=C(N1)SC(=C2)C(=O)O)=C/C=2NC=CC2 ((Z)-5,6-dihydro-5-oxo-4-[(1H-pyrrol-2-yl)methylene]-4H-thieno[2,3-b]pyrrole-2-carboxylic acid). Isolated yield 57.2%. As a reaction SMILES: [O:1]=[C:2]1[NH:6][C:5]2[S:7][C:8]([C:10]([O:12]C(C)(C)C)=[O:11])=[CH:9][C:4]=2/[C:3]/1=[CH:17]/[C:18]1[NH:19][CH:20]=[CH:21][CH:22]=1.FC(F)(F)C(O)=O>ClCCl>[O:1]=[C:2]1[NH:6][C:5]2[S:7][C:8]([C:10]([OH:12])=[O:11])=[CH:9][C:4]=2/[C:3]/1=[CH:17]/[C:18]1[NH:19][CH:20]=[CH:21][CH:22]=1. Procedure details: tert-Butyl (Z)-5,6-dihydro-5-oxo-4-[(1H-pyrrol-2-yl)methylene]-4H-thieno[2,3-b]pyrrole-2-carboxylate (150 mg, 0.47 mmol) was dissolved in dichloromethane (8 ml), cooled to 0° C., treated with trifluoroacetic acid (0.75 ml) and stirred for 2 hours warming to room temperature. The reaction mixture was evaporated to dryness and triturated with diethyl ether to give 70 mg of (Z)-5,6-dihydro-5-oxo-4-[(1H-pyrrol-2-yl)methylene]-4H-thieno[2,3-b]pyrrole-2-carboxylic acid as a red solid. MS(ES): m/e 260 ... Starting materials: CNC (dimethylamine), BrCCCCOC=1C(=CC=C2C(=CC(OC12)=O)NC1=C(C=NC=C1Cl)Cl)OC (8-(4-bromobutoxy)-4-(3,5-dichloropyridin-4-ylamino)-7-methoxy-2H-chromen-2-one). Solvent: CS(=O)C (DMSO). Run at time 1 hour. Product: ClC=1C=NC=C(C1NC1=CC(OC2=C(C(=CC=C12)OC)OCCCCN(C)C)=O)Cl (4-(3,5-dichloropyridin-4-ylamino)-8-(4-(dimethylamino)butoxy)-7-methoxy-2H-chromen-2-one). As a reaction SMILES: [CH3:1][NH:2][CH3:3].Br[CH2:5][CH2:6][CH2:7][CH2:8][O:9][C:10]1[C:11]([O:30][CH3:31])=[CH:12][CH:13]=[C:14]2[C:19]=1[O:18][C:17](=[O:20])[CH:16]=[C:15]2[NH:21][C:22]1[C:27]([Cl:28])=[CH:26][N:25]=[CH:24][C:23]=1[Cl:29]>CS(C)=O>[Cl:29][C:23]1[CH:24]=[N:25][CH:26]=[C:27]([Cl:28])[C:22]=1[NH:21][C:15]1[C:14]2[C:19](=[C:10]([O:9][CH2:8][CH2:7][CH2:6][CH2:5][N:2]([CH3:3])[CH3:1])[C:11]([O:30][CH3:31])=[CH:12][CH:13]=2)[O:18][C:17](=[O:20])[CH:16]=1. Procedure: A solution of dimethylamine (3 mL, 2M THF, 6 mmol) was added to a solution of 8-(4-bromobutoxy)-4-(3,5-dichloropyridin-4-ylamino)-7-methoxy-2H-chromen-2-one (293 mg, 0.6 mmol, Example 25) and DMSO (6 mL). After 1 h, the reaction was concentrated and purified by reverse-phase HPLC (1:4→3:2; acetonitrile:water) to give 4-(3,5-dichloropyridin-4-ylamino)-8-(4-(dimethylamino)butoxy)-7-methoxy-2H-chromen-2-one: 1H NMR (400 MHz, DMSO-d6): δ 9.53 (br s, 1H), 8.58 (s, 2H), 7.87 (d, 1H), 7.07 (d, 1H), 4.2... Reactants: C[O-].[Na+] (sodium methoxide), BrC=1C=C2C(=C(C(=NC2=CC1)Cl)CC1=CC=C(C=C1)C(F)(F)F)Cl (6-bromo-2,4-dichloro-3-(4-(trifluoromethyl)benzyl)quinoline), BrC=1C=C2C(=C(C(=NC2=CC1)Cl)CC1=CC=C(C=C1)C(F)(F)F)Cl (6-bromo-2,4-dichloro-3-(4-(trifluoromethyl)benzyl)quinoline), [Al] (aluminum), C1(=CC=CC=C1)C (toluene). Run in CCCCCC.C(Cl)Cl (hexane DCM). Conditions: temperature 80 celsius. The product is BrC=1C=C2C(=C(C(=NC2=CC1)OC)CC1=CC=C(C=C1)C(F)(F)F)Cl (6-Bromo-4-chloro-2-methoxy-3-(4-(trifluoromethyl)benzyl)quinoline). RXN SMILES: [Br:1][C:2]1[CH:3]=[C:4]2[C:9](=[CH:10][CH:11]=1)[N:8]=[C:7](Cl)[C:6]([CH2:13][C:14]1[CH:19]=[CH:18][C:17]([C:20]([F:23])([F:22])[F:21])=[CH:16][CH:15]=1)=[C:5]2[Cl:24].C1(C)C=CC=CC=1.[CH3:32][O-:33].[Na+].[Al]>CCCCCC.C(Cl)Cl>[Br:1][C:2]1[CH:3]=[C:4]2[C:9](=[CH:10][CH:11]=1)[N:8]=[C:7]([O:33][CH3:32])[C:6]([CH2:13][C:14]1[CH:19]=[CH:18][C:17]([C:20]([F:23])([F:22])[F:21])=[CH:16][CH:15]=1)=[C:5]2[Cl:24] |f:2.3,5.6|. Reported procedure: To a 1 L flask containing 6-bromo-2,4-dichloro-3-(4-(trifluoromethyl)benzyl)quinoline (32.5 g, 74.7 mmol, Intermediate 5: step c) was added toluene (550 mL) followed by solid sodium methoxide (40 g, 740 mmol, 97% purity) at room temperature. The suspension was stirred at reflux (˜118° C.) in an aluminum mantle. TLC (50% hexane-DCM) and HPLC after 5.5 hours showed the reaction to be complete. The reaction mixture was filtered through Celite® while still warm (˜80° C.) and rinsed with warm toluene... Reactants: ClCCl, O=C(Cl)c1cccc2c1Cc1ccccc1-2, c1ccncc1, Nc1cccc(-c2cnccn2)c1. Product: O=C(Nc1cccc(-c2cnccn2)c1)c1cccc2c1Cc1ccccc1-2. Reaction SMILES: [Cl:36][CH2:37][Cl:38].[c:20]1([C:33](=[O:34])[Cl:35])[cH:21][cH:22][cH:23][c:24]2[c:32]1[CH2:31][c:30]1[c:25]-2[cH:26][cH:27][cH:28][cH:29]1.[cH:14]1[cH:15][cH:16][n:17][cH:18][cH:19]1.[n:1]1[c:2](-[c:7]2[cH:8][c:9]([NH2:10])[cH:11][cH:12][cH:13]2)[cH:3][n:4][cH:5][cH:6]1>>[n:1]1[c:2](-[c:7]2[cH:8][c:9]([NH:10][C:33]([c:20]3[cH:21][cH:22][cH:23][c:24]4[c:32]3[CH2:31][c:30]3[c:25]-4[cH:26][cH:27][cH:28][cH:29]3)=[O:34])[cH:11][cH:12][cH:13]2)[cH:3][n:4][cH:5][cH:6]1.